Dataset: the Open Reaction Database (ORD), a public repository of structured organic reaction records. Task: describe an organic reaction: reactants, conditions, products, and yield Starting materials: O.C(C=O)(=O)O (glyoxylic acid monohydrate), N1CCOCC1 (morpholine), C(=C\CCCC)/B(O)O ((E)-1-hexenyl boronic acid). The solvent is C(C)O (ethanol). Conditions: temperature 50 celsius. Product: O1CCN(CC1)C(C(=O)O)\C=C\CCCC ((E)-2-morpholino-3-octenoic acid). The yield is 95.0%. RXN SMILES: O.[C:2]([OH:6])(=[O:5])[CH:3]=O.[NH:7]1[CH2:12][CH2:11][O:10][CH2:9][CH2:8]1.[CH:13](/B(O)O)=[CH:14]\[CH2:15][CH2:16][CH2:17][CH3:18]>C(O)C>[O:10]1[CH2:11][CH2:12][N:7]([CH:3](/[CH:13]=[CH:14]/[CH2:15][CH2:16][CH2:17][CH3:18])[C:2]([OH:6])=[O:5])[CH2:8][CH2:9]1 |f:0.1|. Reported procedure: To a stirred solution of glyoxylic acid monohydrate (80 mg, 0.87 mmol) in ethanol (6 mL) was added morpholine (76 mg, 0.87 mmol) in one portion. After 5 min (E)-1-hexenyl boronic acid (121 mg, 0.82 mmol) was added. The reaction mixture was heated at 50° C. for 36 hours, after which time precipitate was isolated by filtration, washed with cold ethanol (10 mL) and dried under vacuum to give (E)-2-morpholino-3-octenoic acid (177 mg,78% yield). 1H-NMR (360 MHz, d6-DMSO) δ 5.65 (dt, J=16.1 Hz, 7.0 Hz... Reactants: Cl.NC(=N)N (guanidine hydrochloride), CC(C(=O)OCC)C(=O)OCC (diethyl methylmalonate), C[O-].[Na+] (sodium methoxide). Solvent: C(C)O (ethanol). Conditions: temperature 65 celsius, time 16 hour. Yields the product NC1=NC(=C(C(=N1)O)C)O (2-amino-4,6-dihydroxy-5-methyl-pyrimidine). The yield is 88.6%. Reaction SMILES: Cl.[NH2:2][C:3]([NH2:5])=[NH:4].[CH3:6][CH:7]([C:13](OCC)=[O:14])[C:8](OCC)=[O:9].C[O-].[Na+]>C(O)C>[NH2:4][C:3]1[N:5]=[C:8]([OH:9])[C:7]([CH3:6])=[C:13]([OH:14])[N:2]=1 |f:0.1,3.4|. Reported procedure: To a stirred mixture of guanidine hydrochloride (1.91 g, 20.0 mmol) and diethyl methylmalonate (3.48 g, 20.0 mmol) in ethanol (30 ml) was added sodium methoxide (2.7 g, 50.0 mmol, 25% in methanol) dropwise. The cloudy mixture was stirred at 60-70° C. for 16 hours. After evaporation of volatiles under reduced pressure, the residue was treated with 1.0 M hydrochloric acid until pH=2. Filtration and drying provided 2-amino-4,6-dihydroxy-5-methyl-pyrimidine (2.5 g, 90% yield) as a white powder. Yields the product O=Cc1ccccc1. Reactants: CO, C[N+](=O)[O-], O=[N+]([O-])O, O=[N+]([O-])C=Cc1ccccc1, [Na+], [OH-]. As a reaction SMILES: [CH3:22][OH:23].[N+:12](=[O:13])([CH3:14])[O-:15].[N+:18]([OH:19])([O-:20])=[O:21].[N+:1]([CH:2]=[CH:5][c:6]1[cH:7][cH:8][cH:9][cH:10][cH:11]1)([O-:3])=[O:4].[Na+:17].[OH-:16]>>[CH:5]([c:6]1[cH:7][cH:8][cH:9][cH:10][cH:11]1)=[O:13]. Reactants: C(C)(C)(C)OC (tBuOMe), CS(=O)(=O)OC(C#N)CC (2-(methanesulfonyloxy)-butyronitrile), ClC1=C(C=CC=C1C(F)(F)F)O (2-chloro-3-trifluoromethylphenol), C([O-])([O-])=O.[K+].[K+] (potassium carbonate). The solvent is O (water), C(C)#N (acetonitrile). Run at temperature 95 celsius, time 1 hour. Product: ClC1=C(OC(C#N)CC)C=CC=C1C(F)(F)F (2-(2-chloro-3-trifluoromethyl-phenoxy)-butyronitrile). Reaction SMILES: CS([O:5][CH:6]([CH2:9][CH3:10])[C:7]#[N:8])(=O)=O.[Cl:11][C:12]1[C:17]([C:18]([F:21])([F:20])[F:19])=[CH:16][CH:15]=[CH:14][C:13]=1O.C(=O)([O-])[O-].[K+].[K+].C(OC)(C)(C)C>C(#N)C.O>[Cl:11][C:12]1[C:17]([C:18]([F:19])([F:20])[F:21])=[CH:16][CH:15]=[CH:14][C:13]=1[O:5][CH:6]([CH2:9][CH3:10])[C:7]#[N:8] |f:2.3.4|. Reported procedure: A mixture of 2-(methanesulfonyloxy)-butyronitrile (204 mg, 1.25 mmol) (prepared following Marco et. al., Tetrahedron, 2000, 56, 2525-31) 2-chloro-3-trifluoromethylphenol (196 mg, 1.0 mmol) and potassium carbonate (172 mg, 1.25 mmol) in acetonitrile (5 ml) was stirred for 1 hour at 95° C. The mixture was shaken between tBuOMe and water and the ethereal phase dried with Na2SO4, filtered over a silicagel pad and evaporated to give as yellowish oil 2-(2-chloro-3-trifluoromethyl-phenoxy)-butyronitril... Starting materials: C1(CCCCC1)N=C=NC1CCCCC1 (dicyclohexylcarbodiimide), OC1=CC=CC=2NN=NC21 (hydroxybenzotriazole), Cl.CN (methylamine hydrochloride), C(C)(C)N(CC)C(C)C (diisopropylethylamine), N([C@@H](CC(OCC1=CC=CC=C1)=O)C(=O)O)C(=O)OC(C)(C)C (Boc-Asp(OBzl)). Run in O1CCCC1 (tetrahydrofuran). Run at time 10 hour. The product is N([C@@H](CC(OCC1=CC=CC=C1)=O)C(=O)NC)C(=O)OC(C)(C)C (Boc-Asp(OBzl)-NHMe). Yield: 58.6%. As a reaction SMILES: [NH:1]([C:17]([O:19][C:20]([CH3:23])([CH3:22])[CH3:21])=[O:18])[C@H:2]([C:14](O)=[O:15])[CH2:3][C:4](=[O:13])[O:5][CH2:6][C:7]1[CH:12]=[CH:11][CH:10]=[CH:9][CH:8]=1.[CH:24]1([N:30]=C=NC2CCCCC2)CCCCC1.OC1C2N=NNC=2C=CC=1.Cl.CN.C(N(C(C)C)CC)(C)C>O1CCCC1>[NH:1]([C:17]([O:19][C:20]([CH3:23])([CH3:22])[CH3:21])=[O:18])[C@H:2]([C:14]([NH:30][CH3:24])=[O:15])[CH2:3][C:4](=[O:13])[O:5][CH2:6][C:7]1[CH:12]=[CH:11][CH:10]=[CH:9][CH:8]=1 |f:3.4|. Procedure details: Boc-Asp(OBzl) (6.4 g) was dissolved in tetrahydrofuran (30 ml), added with dicyclohexylcarbodiimide (4.1 g), hydroxybenzotriazole (3.0 g), methylamine hydrochloride (2.0 g) and diisopropylethylamine (3.9 g) under ice cooling and stirred for 10 hours. Insolubles were removed from the mixture by filtration and the filtrate was concentrated under reduced pressure. The residue was dissolved in ethyl acetate and the organic layer was washed with 10% aqueous solution of citric acid and saturated aqueo...